Dataset: the Open Reaction Database (ORD), a public repository of structured organic reaction records. Task: describe an organic reaction: reactants, conditions, products, and yield Reactants: O1C=CC2=C1C=CC=C2 (benzofuran), CCCCCC.C(CCC)[Li] (n-butyllithium hexane), CC(=O)C (acetone). Conditions: temperature -50 celsius, time 5 minute. The product is OC(C)(C)C=1OC2=C(C1)C=CC=C2 (2-(1-hydroxy-1-methylethyl)benzofuran). Reaction SMILES: [O:1]1[C:5]2[CH:6]=[CH:7][CH:8]=[CH:9][C:4]=2[CH:3]=[CH:2]1.CCCCCC.C([Li])CCC.[CH3:21][C:22]([CH3:24])=[O:23]>>[OH:23][C:22]([C:2]1[O:1][C:5]2[CH:6]=[CH:7][CH:8]=[CH:9][C:4]=2[CH:3]=1)([CH3:24])[CH3:21] |f:1.2|. Reported procedure: 1.00 g of benzofuran was dissolved in 20 ml of anhydrous tetrahdyrofuran. Thereto was dropwise added 6.2 ml of 1.5 M n-butyllithium hexane solution, in 5 minutes with stirring at -50° C. The mixture was stirred at 0° C. for 30 minutes and then cooled to -50° C. Thereto was added 0.94 ml of acetone. The resulting mixture was stirred at room temperature for 30 minutes. The solvent was removed by distillation under reduced pressure. The residue was mixed with 30 ml of chloroform and 10 ml of water ... The reactants are FC1=C(C(=CC(=C1)C(C)(C)O)F)C1=CC(=C(S1)NC=1N=NC(=CC1)OCC[Si](C)(C)C)C(=O)N (5-[2,6-Difluoro-4-(1-hydroxy-1-methylethyl)phenyl]-2-({6-[2-(trimethylsilyl)ethoxy]pyridazin-3-yl}amino)thiophene-3-carboxamide), C(=O)(C(F)(F)F)O (TFA), C(=O)(O)[O-].[Na+] (NaHCO3). Run in C(Cl)Cl (DCM). Reaction conditions: time 30 minute. Yields the product FC1=C(C(=CC(=C1)C(C)(C)O)F)C1=CC(=C(S1)NC1=NNC(C=C1)=O)C(=O)N (5-[2,6-Difluoro-4-(1-hydroxy-1-methylethyl)phenyl]-2-[(6-oxo-1,6-dihydropyridazin-3-yl)amino]thiophene-3-carboxamide). As a reaction SMILES: [F:1][C:2]1[CH:7]=[C:6]([C:8]([OH:11])([CH3:10])[CH3:9])[CH:5]=[C:4]([F:12])[C:3]=1[C:13]1[S:17][C:16]([NH:18][C:19]2[N:20]=[N:21][C:22]([O:25]CC[Si](C)(C)C)=[CH:23][CH:24]=2)=[C:15]([C:32]([NH2:34])=[O:33])[CH:14]=1.C(O)(C(F)(F)F)=O.C([O-])(O)=O.[Na+]>C(Cl)Cl>[F:12][C:4]1[CH:5]=[C:6]([C:8]([OH:11])([CH3:10])[CH3:9])[CH:7]=[C:2]([F:1])[C:3]=1[C:13]1[S:17][C:16]([NH:18][C:19]2[CH:24]=[CH:23][C:22](=[O:25])[NH:21][N:20]=2)=[C:15]([C:32]([NH2:34])=[O:33])[CH:14]=1 |f:2.3|. Procedure details: 5-[2,6-Difluoro-4-(1-hydroxy-1-methylethyl)phenyl]-2-({6-[2-(trimethylsilyl)ethoxy]pyridazin-3-yl}amino)thiophene-3-carboxamide (0.61 g, 1.20 mmol) was taken up in DCM (12 mL) and TFA (0.4 mL) was added. After 30 minutes at room temperature, saturated NaHCO3 was added. The resulting precipitate was collected by filtration and triturated in DCM to give the title compound as a yellow solid. Reactants: N1(CCOCC1)CCOC1=CC2=C(N3C(S2)=NC(=C3)C3=CC=C(C=C3)[N+](=O)[O-])C=C1 (7-(2-morpholin-4-yl-ethoxy)-2-(4-nitrophenyl)imidazo[2,1-b][1,3]benzothiazole), [Cl-].[NH4+] (ammonium chloride). The reagents and catalysts are [Fe] (iron). Run in C(C)O (ethanol). Product: desired product, N1(CCOCC1)CCOC1=CC2=C(N3C(S2)=NC(=C3)C3=CC=C(N)C=C3)C=C1 (4-(7-(2-morpholin-4-yl-ethoxy)imidazo[2,1-b]benzothiazol-2-yl]aniline). The yield is 32.0%. Reaction SMILES: [N:1]1([CH2:7][CH2:8][O:9][C:10]2[CH:30]=[CH:29][C:13]3[N:14]4[CH:19]=[C:18]([C:20]5[CH:25]=[CH:24][C:23]([N+:26]([O-])=O)=[CH:22][CH:21]=5)[N:17]=[C:15]4[S:16][C:12]=3[CH:11]=2)[CH2:6][CH2:5][O:4][CH2:3][CH2:2]1.[Cl-].[NH4+]>C(O)C.[Fe]>[N:1]1([CH2:7][CH2:8][O:9][C:10]2[CH:30]=[CH:29][C:13]3[N:14]4[CH:19]=[C:18]([C:20]5[CH:25]=[CH:24][C:23]([NH2:26])=[CH:22][CH:21]=5)[N:17]=[C:15]4[S:16][C:12]=3[CH:11]=2)[CH2:2][CH2:3][O:4][CH2:5][CH2:6]1 |f:1.2|. Reported procedure: This product was prepared according to J. Med. Chem. 2009, 52, 7808-7816 with some modifications. A mixture of 2-amino-1,3-benzothiazol-6-ol (2.0 g, 12.18 mmol) and 2-bromo-4′-nitroacetophenone (2.97 g, 12.18 mmol) in IPA (40 ml) was heated to reflux for 24 h. The reaction mixture was then cooled to 0° C. and the resulting precipitate was filtrated and washed with IPA to afford 2-(4-nitrophenyl)imidazo[2,1-b][1,3]benzothiazol-7-ol (65% c.y.). To a DMF (52 ml) solution of 2-(4-nitrophenyl)imidazo... Reactants: O=C([O-])[O-], COC(=O)Cc1ccc(O)cc1, ClCc1ccccn1, Cl, [K+], [K+], CN(C)C=O, O. The product is COC(=O)Cc1ccc(OCc2ccccn2)cc1. As a reaction SMILES: [C:13](=[O:14])([O-:15])[O-:16].[CH3:1][O:2][C:3]([CH2:4][c:5]1[cH:6][cH:7][c:8]([OH:11])[cH:9][cH:10]1)=[O:12].[Cl:20][CH2:21][c:22]1[n:23][cH:24][cH:25][cH:26][cH:27]1.[ClH:19].[K+:17].[K+:18].[O:29]=[CH:30][N:31]([CH3:32])[CH3:33].[OH2:28]>>[CH3:1][O:2][C:3]([CH2:4][c:5]1[cH:6][cH:7][c:8]([O:11][CH2:21][c:22]2[n:23][cH:24][cH:25][cH:26][cH:27]2)[cH:9][cH:10]1)=[O:12].